Task: describe an organic reaction: reactants, conditions, products, and yield. Dataset: the Open Reaction Database (ORD), a public repository of structured organic reaction records Starting materials: CCCN(CCC)Cc1cccc(N)c1, CN(C)C=O, On1nnc2ccccc21, O=C(O)c1ccc(CN(Cc2ncc[nH]2)Cc2ncc[nH]2)cc1. The product is CCCN(CCC)Cc1cccc(NC(=O)c2ccc(CN(Cc3ncc[nH]3)Cc3ncc[nH]3)cc2)c1. RXN SMILES: [CH2:1]([CH2:2][CH3:3])[N:4]([CH2:5][CH2:6][CH3:7])[CH2:8][c:9]1[cH:10][c:11]([NH2:12])[cH:13][cH:14][cH:15]1.[O:49]=[CH:50][N:51]([CH3:52])[CH3:53].[OH:39][n:40]1[c:41]2[c:42]([cH:43][cH:44][cH:45][cH:46]2)[n:47][n:48]1.[nH:16]1[c:17]([CH2:21][N:22]([CH2:23][c:24]2[nH:25][cH:26][cH:27][n:28]2)[CH2:29][c:30]2[cH:31][cH:32][c:33]([C:34](=[O:35])[OH:36])[cH:37][cH:38]2)[n:18][cH:19][cH:20]1>>[CH2:1]([CH2:2][CH3:3])[N:4]([CH2:5][CH2:6][CH3:7])[CH2:8][c:9]1[cH:10][c:11]([NH:12][C:34]([c:33]2[cH:32][cH:31][c:30]([CH2:29][N:22]([CH2:21][c:17]3[nH:16][cH:20][cH:19][n:18]3)[CH2:23][c:24]3[n:25][cH:26][cH:27][nH:28]3)[cH:38][cH:37]2)=[O:35])[cH:13][cH:14][cH:15]1. Reactants: C([O-])([O-])=O.[K+].[K+] (potassium carbonate), N1C(C(=O)O)CCCC1 ((±) pipecolic acid), ClC(=O)OCC (ethyl chloroformate). Solvent: O (water). Product: C(C)OC(=O)N1C(C(=O)O)CCCC1 (1-ethoxycarbonyl pipecolic acid). Reaction SMILES: [NH:1]1[CH2:9][CH2:8][CH2:7][CH2:6][CH:2]1[C:3]([OH:5])=[O:4].C(=O)([O-])[O-].[K+].[K+].Cl[C:17]([O:19][CH2:20][CH3:21])=[O:18]>O>[CH2:20]([O:19][C:17]([N:1]1[CH2:9][CH2:8][CH2:7][CH2:6][CH:2]1[C:3]([OH:5])=[O:4])=[O:18])[CH3:21] |f:1.2.3|. Procedure: 15.0 g (0.116 moles) of (±) pipecolic acid were dissolved in 180 ml of water. 25.5 g (0.185 moles) of potassium carbonate were added and the solution cooled to +5° C. 19.83 g (0.183 moles) of ethyl chloroformate were added dropwise under mechanical stirring, maintaining the temperature below +10° C. After 4 hours the reaction mixture was extracted with methylene chloride; the aqueous layer were treated with conc. HCl to acidic pH, extracted with methylene chloride (400 ml) which was dried over N... The reactants are CC(C#CC1=CC=C(C=C1)C1=CC2=C(C=N1)C=C(S2)N2CCN(CC2)CC)(O)C (6-[4-(3,3-Dimethyl-3-hydroxy-1-propynyl)phenyl]-(4-ethylpiperazin-1-yl)thieno[3,2-c]pyridine), [OH-].[K+] (potassium hydroxide). Solvent: C(CCC)O (1-butanol). The product is C(#C)C1=CC=C(C=C1)C1=CC2=C(C=N1)C=C(S2)N2CCN(CC2)CC (6-(4-Ethynylphenyl)-(4-ethylpiperazin-1-yl)thieno[3,2-c]pyridine). Isolated yield 86.1%. As a reaction SMILES: CC(C)(O)[C:3]#[C:4][C:5]1[CH:10]=[CH:9][C:8]([C:11]2[N:16]=[CH:15][C:14]3[CH:17]=[C:18]([N:20]4[CH2:25][CH2:24][N:23]([CH2:26][CH3:27])[CH2:22][CH2:21]4)[S:19][C:13]=3[CH:12]=2)=[CH:7][CH:6]=1.[OH-].[K+]>C(O)CCC>[C:4]([C:5]1[CH:10]=[CH:9][C:8]([C:11]2[N:16]=[CH:15][C:14]3[CH:17]=[C:18]([N:20]4[CH2:25][CH2:24][N:23]([CH2:26][CH3:27])[CH2:22][CH2:21]4)[S:19][C:13]=3[CH:12]=2)=[CH:7][CH:6]=1)#[CH:3] |f:1.2|. Procedure: 6-[4-(3,3-Dimethyl-3-hydroxy-1-propynyl)phenyl]-(4-ethylpiperazin-1-yl)thieno[3,2-c]pyridine (0.80 g) was dissolved in 1-butanol (15 ml), followed by the addition of potassium hydroxide (0.47 g), and the mixture was heated under reflux for 20 min. The reaction solution was evaporated, and the resulting residue was partitioned between ethyl acetate and water, and then extracted with ethyl acetate. The organic layer was washed with water and brine, and dried over magnesium sulfate. The solvent was... Reactants: COc1ccc(CN)c(OC)c1, CS(C)=O, COc1nc2cc(F)ccc2nc1Cl, O. Product: COc1ccc(CNc2nc3ccc(F)cc3nc2OC)c(OC)c1. Reaction SMILES: [CH3:15][O:16][c:17]1[c:18]([CH2:19][NH2:20])[cH:21][cH:22][c:23]([O:25][CH3:26])[cH:24]1.[CH3:28][S:29]([CH3:30])=[O:31].[Cl:1][c:2]1[n:3][c:4]2[cH:5][cH:6][c:7]([F:14])[cH:8][c:9]2[n:10][c:11]1[O:12][CH3:13].[OH2:27]>>[c:2]1([NH:20][CH2:19][c:18]2[c:17]([O:16][CH3:15])[cH:24][c:23]([O:25][CH3:26])[cH:22][cH:21]2)[n:3][c:4]2[cH:5][cH:6][c:7]([F:14])[cH:8][c:9]2[n:10][c:11]1[O:12][CH3:13]. Starting materials: [N-]=[N+]=[N-].[Na+] (Sodium azide), C(C)(=O)OCC1=C(N2C(C(C2SC1)NC(CC=1SC(SC1)=O)=O)=O)C(=O)O (3-acetoxymethyl-2-carboxy-8-oxo-7-[(1,3-dithiol-2-on-4-yl)acetamido]-5-thia-1-aza-bicyclo[4.2.0]oct-2-ene). Run in O (water), C([O-])(O)=O.[Na+] (sodium bicarbonate), C([O-])(O)=O.[Na+] (sodium bicarbonate). Conditions: temperature 50 celsius. The product is N(=[N+]=[N-])CC1=C(N2C(C(C2SC1)NC(CC=1SC(SC1)=O)=O)=O)C(=O)O (3-azidomethyl-2-carboxy-8-oxo-7-[(1,3-dithiol-2-on-4-yl)-acetamido]-5-thia-1-aza-bicyclo[4.2.0]oct-2-ene). The yield is 44.8%. RXN SMILES: [N-:1]=[N+:2]=[N-:3].[Na+].C(O[CH2:9][C:10]1[CH2:17][S:16][CH:15]2[N:12]([C:13](=[O:28])[CH:14]2[NH:18][C:19](=[O:27])[CH2:20][C:21]2[S:22][C:23](=[O:26])[S:24][CH:25]=2)[C:11]=1[C:29]([OH:31])=[O:30])(=O)C>O.C(=O)(O)[O-].[Na+]>[N:1]([CH2:9][C:10]1[CH2:17][S:16][CH:15]2[N:12]([C:13](=[O:28])[CH:14]2[NH:18][C:19](=[O:27])[CH2:20][C:21]2[S:22][C:23](=[O:26])[S:24][CH:25]=2)[C:11]=1[C:29]([OH:31])=[O:30])=[N+:2]=[N-:3] |f:0.1,4.5|. Reported procedure: Sodium azide (0.871 g.) is added to a solution of 3-acetoxymethyl-2-carboxy-8-oxo-7-[(1,3-dithiol-2-on-4-yl)acetamido]-5-thia-1-aza-bicyclo[4.2.0]oct-2-ene (3 g.) in water (60 cc.) and sodium bicarbonate (0.588 g.), and the mixture is heated to 50° C. for 16 hours. It is allowed to cool and sodium bicarbonate (0.4 g.) is added. The mixture is extracted twice with ethyl acetate (40 cc.). The aqueous phase is treated with decolourising charcoal and brought to pH 2 by adding 6 N hydrochloric acid. ... Starting materials: O=C(COC1=CC=C(C=C1)N1N=C2C(CC1=O)CSC1=C2C=CC=C1)C (2-[4-(2-oxopropoxy)phenyl]-2,3,4,4a-tetrahydro-5H-(1)benzothiopyrano[4,3-c]pyridazin-3-one), Cl.CNC (dimethylamine hydrochloride), solution, C(#N)B.[Na] (sodium cyanoboron hydride). Run in C(C)O (ethanol), C(C)O (ethanol). Conditions: time 30 minute. The product is CN(C(COC1=CC=C(C=C1)N1N=C2C(CC1=O)CSC1=C2C=CC=C1)C)C (2-[4-(2-dimethylaminopropoxy)phenyl]-2,3,4,4a-tetrahydro-5H-(1)benzothiopyrano[4,3-c]pyridazin-3-one). Isolated yield 87.5%. As a reaction SMILES: O=[C:2]([CH3:26])[CH2:3][O:4][C:5]1[CH:10]=[CH:9][C:8]([N:11]2[C:16](=[O:17])[CH2:15][CH:14]3[CH2:18][S:19][C:20]4[CH:25]=[CH:24][CH:23]=[CH:22][C:21]=4[C:13]3=[N:12]2)=[CH:7][CH:6]=1.Cl.[CH3:28][NH:29][CH3:30].C(B)#N.[Na]>C(O)C>[CH3:28][N:29]([CH3:30])[CH:2]([CH3:26])[CH2:3][O:4][C:5]1[CH:10]=[CH:9][C:8]([N:11]2[C:16](=[O:17])[CH2:15][CH:14]3[CH2:18][S:19][C:20]4[CH:25]=[CH:24][CH:23]=[CH:22][C:21]=4[C:13]3=[N:12]2)=[CH:7][CH:6]=1 |f:1.2,3.4,^1:33|. Procedure: To a mixture of 3.6 g of 2-[4-(2-oxopropoxy)phenyl]-2,3,4,4a-tetrahydro-5H-(1)benzothiopyrano[4,3-c]pyridazin-3-one, 3.3 g of dimethylamine hydrochloride and 50 ml of ethanol is added dropwise 20 ml of a solution of 1 g of sodium cyanoboron hydride in 20 ml of ethanol while stirring under heating and reflux over 1 hour. The mixture is stirred under heating and reflux for further 4 hours. After the completion of the reaction, the solvent is distilled off, and water and dilute hydrochloric acid ar... The reactants are OC1=CC(=CC2=C1C=1CNCCC1C(O2)(C)C)C(C(CCCCC)C)C (10-hydroxy-5,5-dimethyl-8-(1,2-dimethylheptyl)-1,2,3,4-tetrahydro-5H-[1]benzopyrano[4,3-c]pyridine), ClCC(=O)NC(=O)NC1=CC=CC=C1 (N-chloroacetyl-N'-phenylurea). Reported procedure: The above-titled compound was prepared by reacting 10-hydroxy-5,5-dimethyl-8-(1,2-dimethylheptyl)-1,2,3,4-tetrahydro-5H-[1]benzopyrano[4,3-c]pyridine with N-chloroacetyl-N'-phenylurea according to the method of Example 1; m.p. 159°-161°. Yields the product OC1=CC(=CC2=C1C=1CN(CCC1C(O2)(C)C)CC(=O)NC(=O)NC2=CC=CC=C2)C(C(CCCCC)C)C (N-{[10-Hydroxy-5,5-dimethyl-8-(1,2-dimethylheptyl)-1,2,3,4-tetrahydro-5H-[1]benzopyrano[4,3-c]pyridin-2-yl]acetyl}-N'-phenylurea). Reaction SMILES: [OH:1][C:2]1[C:7]2[C:8]3[CH2:9][NH:10][CH2:11][CH2:12][C:13]=3[C:14]([CH3:17])([CH3:16])[O:15][C:6]=2[CH:5]=[C:4]([CH:18]([CH3:26])[CH:19]([CH3:25])[CH2:20][CH2:21][CH2:22][CH2:23][CH3:24])[CH:3]=1.Cl[CH2:28][C:29]([NH:31][C:32]([NH:34][C:35]1[CH:40]=[CH:39][CH:38]=[CH:37][CH:36]=1)=[O:33])=[O:30]>>[OH:1][C:2]1[C:7]2[C:8]3[CH2:9][N:10]([CH2:28][C:29]([NH:31][C:32]([NH:34][C:35]4[CH:40]=[CH:39][CH:38]=[CH:37][CH:36]=4)=[O:33])=[O:30])[CH2:11][CH2:12][C:13]=3[C:14]([CH3:16])([CH3:17])[O:15][C:6]=2[CH:5]=[C:4]([CH:18]([CH3:26])[CH:19]([CH3:25])[CH2:20][CH2:21][CH2:22][CH2:23][CH3:24])[CH:3]=1.